This data is from the Open Reaction Database (ORD), a public repository of structured organic reaction records. The task is: describe an organic reaction: reactants, conditions, products, and yield Starting materials: C(#N)C1=CC=C(C=C1)C1=CCCC=2N1C=NC2 (5-(p-cyanophenyl)-7,8-dihydroimidazo[1,5-a]pyridine), [H][H] (hydrogen). The reagents and catalysts are [Pd] (palladium on charcoal). The solvent is C(C)(=O)OCC (ethyl acetate). Yields the product C(#N)C1=CC=C(C=C1)C1CCCC=2N1C=NC2 (5-(p-Cyanophenyl)-5,6,7,8-tetrahydroimidazo[1,5-a]pyridine). RXN SMILES: [C:1]([C:3]1[CH:8]=[CH:7][C:6]([C:9]2[N:14]3[CH:15]=[N:16][CH:17]=[C:13]3[CH2:12][CH2:11][CH:10]=2)=[CH:5][CH:4]=1)#[N:2].[H][H]>C(OCC)(=O)C.[Pd]>[C:1]([C:3]1[CH:4]=[CH:5][C:6]([CH:9]2[N:14]3[CH:15]=[N:16][CH:17]=[C:13]3[CH2:12][CH2:11][CH2:10]2)=[CH:7][CH:8]=1)#[N:2]. Reported procedure: A solution of 1.6 g of 5-(p-cyanophenyl)-7,8-dihydroimidazo[1,5-a]pyridine in 50 ml of ethyl acetate is hydrogenated at atmospheric pressure with 0.2 g of 5% palladium on charcoal until the theoretical uptake of hydrogen is complete. The catalyst is filtered, and the solvent evaporated to yield the title compound, m.p. 117°-118°. Starting materials: C=CCOCCCCc1ccccc1, C1CCOC1, B1C2CCCC1CCC2, [Na+], [OH-], OO. The product is OCCCOCCCCc1ccccc1. RXN SMILES: [CH2:1]([CH:2]=[CH2:3])[O:4][CH2:5][CH2:6][CH2:7][CH2:8][c:9]1[cH:10][cH:11][cH:12][cH:13][cH:14]1.[CH2:28]1[O:29][CH2:30][CH2:31][CH2:32]1.[CH:15]12[CH2:16][CH2:17][CH2:18][CH:19]([BH:20]1)[CH2:21][CH2:22][CH2:23]2.[Na+:25].[OH-:24].[OH:26][OH:27]>>[CH2:1]([CH2:2][CH2:3][OH:24])[O:4][CH2:5][CH2:6][CH2:7][CH2:8][c:9]1[cH:10][cH:11][cH:12][cH:13][cH:14]1. Starting materials: CN(c1cc(C(=O)O)ncn1)C1CCCCC1, ClCCl, Cc1cc2[nH]ncc2cc1N. Yields the product Cc1cc2[nH]ncc2cc1NC(=O)c1cc(N(C)C2CCCCC2)ncn1. RXN SMILES: [CH:1]1([N:7]([c:8]2[cH:9][c:10]([C:14](=[O:15])[OH:16])[n:11][cH:12][n:13]2)[CH3:17])[CH2:2][CH2:3][CH2:4][CH2:5][CH2:6]1.[Cl:29][CH2:30][Cl:31].[NH2:18][c:19]1[cH:20][c:21]2[cH:22][n:23][nH:24][c:25]2[cH:26][c:27]1[CH3:28]>>[CH:1]1([N:7]([c:8]2[cH:9][c:10]([C:14](=[O:16])[NH:18][c:19]3[cH:20][c:21]4[cH:22][n:23][nH:24][c:25]4[cH:26][c:27]3[CH3:28])[n:11][cH:12][n:13]2)[CH3:17])[CH2:2][CH2:3][CH2:4][CH2:5][CH2:6]1. Reaction SMILES: [CH3:18][OH:19].[CH3:1][c:2]1[c:3]([C:12](=[O:13])[O:14][CH3:15])[cH:4][cH:5][c:6]2[c:7]1[S:8][CH2:9][CH2:10][S:11]2.[Na+:17].[OH-:16].[OH2:20]>>[CH3:1][c:2]1[c:3]([C:12](=[O:13])[OH:14])[cH:4][cH:5][c:6]2[c:7]1[S:8][CH2:9][CH2:10][S:11]2. Reactants: CO, COC(=O)c1ccc2c(c1C)SCCS2, [Na+], [OH-], O. The product is Cc1c(C(=O)O)ccc2c1SCCS2. Starting materials: CCOC(=O)C(C(=O)NC1C(=O)N2C(C(=O)O)=C(COC(C)=O)CSC12)n1cccc1C=O, O=C(O)C(F)(F)F. Product: CC(=O)OCC1=C(C(=O)O)N2C(=O)C(NC(=O)C(C(=O)O)n3cccc3C=O)C2SC1. RXN SMILES: [C:1]([CH3:2])(=[O:3])[O:4][CH2:5][C:6]1=[C:7]([C:31](=[O:32])[OH:33])[N:8]2[C:9](=[O:30])[CH:10]([NH:14][C:15]([CH:16]([n:17]3[c:18]([CH:22]=[O:23])[cH:19][cH:20][cH:21]3)[C:24](=[O:25])[O:26][CH2:27][CH3:28])=[O:29])[CH:11]2[S:12][CH2:13]1.[OH:34][C:35]([C:36]([F:37])([F:38])[F:39])=[O:40]>>[C:1]([CH3:2])(=[O:3])[O:4][CH2:5][C:6]1=[C:7]([C:31](=[O:32])[OH:33])[N:8]2[C:9](=[O:30])[CH:10]([NH:14][C:15]([CH:16]([n:17]3[c:18]([CH:22]=[O:23])[cH:19][cH:20][cH:21]3)[C:24](=[O:25])[OH:26])=[O:29])[CH:11]2[S:12][CH2:13]1.